Dataset: the Open Reaction Database (ORD), a public repository of structured organic reaction records. Task: describe an organic reaction: reactants, conditions, products, and yield Reactants: [BH4-], CCOC(=O)C1(C)CN(C(=O)OCc2ccccc2)CC1=O, CO, [Cl-], [NH4+], [Na+], O. The product is CCOC(=O)C1(C)CN(C(=O)OCc2ccccc2)CC1O. As a reaction SMILES: [BH4-:23].[CH2:1]([c:2]1[cH:3][cH:4][cH:5][cH:6][cH:7]1)[O:8][C:9](=[O:10])[N:11]1[CH2:12][C:13]([C:17](=[O:18])[O:19][CH2:20][CH3:21])([CH3:22])[C:14](=[O:16])[CH2:15]1.[CH3:28][OH:29].[Cl-:25].[NH4+:26].[Na+:24].[OH2:27]>>[CH2:1]([c:2]1[cH:3][cH:4][cH:5][cH:6][cH:7]1)[O:8][C:9](=[O:10])[N:11]1[CH2:12][C:13]([C:17](=[O:18])[O:19][CH2:20][CH3:21])([CH3:22])[CH:14]([OH:16])[CH2:15]1. Reaction conditions: time 1 hour. Procedure details: 2.1 g (52.5 mmol) of NaH (60% in mineral oil) are dissolved in 500 ml of THF under a protective atmosphere. 20 g (50 mmol) of 3-[(Z)-1-eth-(E)-ylidenepenta-2,4-dienyl]-8-phenyl-11,12-dihydro-11,12-diazaindeno[2,1-a]-fluorene and 11.5 g (52.5 mmol) of 15-crown-5 dissolved in 200 ml of THF are added. After 1 h at room temperature, a solution of 12 g (55 mmol) of 2-bromobenzoyl chloride in 250 ml of THF is added dropwise. The reaction mixture is stirred at room temperature for 18 h. After this time... The product is BrC1=C(C=CC=C1)C(=O)N1C2=CC=C(C=C2C2=CC=C3C(=C12)NC1=CC=C(C=C13)C1=CC=CC=C1)C1=CC=CC=C1 ((2-bromophenyl)-(3,8-diphenyl-12H-11,12-diazaindeno[2,1-a]fluoren-11-yl)methanone). The solvent is C1CCOC1 (THF), C1CCOC1 (THF), C1CCOC1 (THF). Reactants: BrC1=C(C(=O)Cl)C=CC=C1 (2-bromobenzoyl chloride), [H-].[Na+] (NaH), C(/C)=C(/C=C\C=C)\C1=CC=C2NC=3C(=CC=C4C5=CC(=CC=C5NC34)C3=CC=CC=C3)C2=C1 (3-[(Z)-1-eth-(E)-ylidenepenta-2,4-dienyl]-8-phenyl-11,12-dihydro-11,12-diazaindeno[2,1-a]-fluorene), C1COCCOCCOCCOCCO1 (15-crown-5). RXN SMILES: [H-].[Na+].[CH:3](=[C:5](/[C:10]1[CH:35]=[C:34]2[C:13]([NH:14][C:15]3[C:16]2=[CH:17][CH:18]=[C:19]2[C:27]=3[NH:26][C:25]3[C:20]2=[CH:21][C:22]([C:28]2[CH:33]=[CH:32][CH:31]=[CH:30][CH:29]=2)=[CH:23][CH:24]=3)=[CH:12][CH:11]=1)\[CH:6]=[CH:7]/[CH:8]=C)\[CH3:4].C1OCCOCCOCCOCCOC1.[Br:51][C:52]1[CH:60]=[CH:59][CH:58]=[CH:57][C:53]=1[C:54](Cl)=[O:55]>C1COCC1>[Br:51][C:52]1[CH:60]=[CH:59][CH:58]=[CH:57][C:53]=1[C:54]([N:26]1[C:27]2[C:19](=[CH:18][CH:17]=[C:16]3[C:34]4[C:13](=[CH:12][CH:11]=[C:10]([C:5]5[CH:6]=[CH:7][CH:8]=[CH:4][CH:3]=5)[CH:35]=4)[NH:14][C:15]3=2)[C:20]2[C:25]1=[CH:24][CH:23]=[C:22]([C:28]1[CH:33]=[CH:32][CH:31]=[CH:30][CH:29]=1)[CH:21]=2)=[O:55] |f:0.1|. Reactants: O=C[C@H](O)[C@@H](O)[C@H](O)[C@H](O)CO (D-glucose), C(O)CN (monoethanolamine). The product is OCCNC[C@H](O)[C@@H](O)[C@H](O)[C@H](O)CO (N-(β-hydroxyethyl)-glucamine). As a reaction SMILES: O=[CH:2][C@@H:3]([C@H:5]([C@@H:7]([C@@H:9]([CH2:11][OH:12])[OH:10])[OH:8])[OH:6])[OH:4].[CH2:13]([CH2:15][NH2:16])[OH:14]>>[OH:14][CH2:13][CH2:15][NH:16][CH2:2][C@@H:3]([C@H:5]([C@@H:7]([C@@H:9]([CH2:11][OH:12])[OH:10])[OH:8])[OH:6])[OH:4]. Procedure details: The product was made from D-glucose and monoethanolamine comparable as in Example A. A viscous, syrupy substance was obtained. Starting materials: O (water), OC1=CC=C(CC2=C(C(OC3=CC(=C(C=C23)C)OC)=O)C2=CC=C(C=C2)C(F)(F)F)C=C1 (4-(4-hydroxybenzyl)-7-methoxy-6-methyl-3-(4-trifluoromethyl-phenyl)-chromen-2-one), C(=O)([O-])[O-].[K+].[K+] (K2CO3), C1CCN(C1)CCCl.Cl (1-(2-chloroethyl)pyrrolidine.HCl). Solvent: CCO (EtOH), C(Cl)Cl.O (CH2Cl2—H2O). Run at temperature 55 celsius, time 5 hour. The product is COC1=C(C=C2C(=C(C(OC2=C1)=O)C1=CC=C(C=C1)C(F)(F)F)CC1=CC=C(C=C1)OCCN1CCCC1)C (7-Methoxy-6-methyl-4-(4-(2-pyrrolidin-1-yl-ethoxy)-benzyl)-3-(4-trifluoromethyl-phenyl)-chromen-2-one). Isolated yield 60.9%. Reaction SMILES: [OH:1][C:2]1[CH:32]=[CH:31][C:5]([CH2:6][C:7]2[C:16]3[C:11](=[CH:12][C:13]([O:18][CH3:19])=[C:14]([CH3:17])[CH:15]=3)[O:10][C:9](=[O:20])[C:8]=2[C:21]2[CH:26]=[CH:25][C:24]([C:27]([F:30])([F:29])[F:28])=[CH:23][CH:22]=2)=[CH:4][CH:3]=1.C([O-])([O-])=O.[K+].[K+].[CH2:39]1[CH2:43][N:42]([CH2:44][CH2:45]Cl)[CH2:41][CH2:40]1.Cl.O>CCO.C(Cl)Cl.O>[CH3:19][O:18][C:13]1[CH:12]=[C:11]2[C:16]([C:7]([CH2:6][C:5]3[CH:31]=[CH:32][C:2]([O:1][CH2:45][CH2:44][N:42]4[CH2:43][CH2:39][CH2:40][CH2:41]4)=[CH:3][CH:4]=3)=[C:8]([C:21]3[CH:26]=[CH:25][C:24]([C:27]([F:30])([F:28])[F:29])=[CH:23][CH:22]=3)[C:9](=[O:20])[O:10]2)=[CH:15][C:14]=1[CH3:17] |f:1.2.3,4.5,8.9|. Reported procedure: A mixture of 4-(4-hydroxybenzyl)-7-methoxy-6-methyl-3-(4-trifluoromethyl-phenyl)-chromen-2-one (50 mg, 0.113 mmol), K2CO3 (48 mg, 0.35 mmol) and 1-(2-chloroethyl)pyrrolidine.HCl (24 mg, 0.14 mmol) in EtOH (1 mL) containing water (100 μL) was stirred at 55° C. for 5 h. The mixture was cooled to room temperature and was poured into CH2Cl2—H2O. The layers were separated and the aqueous phase was extracted with CH2Cl2 (3×). The combined organic layers were dried (MgSO4) and the solvent was removed i... The reactants are CC1=NCCC1 (2-methyl-1-pyrroline), CO (MeOH), C1CC(=O)N(C1=O)Cl (NCS), C[O-].[Na+] (NaOMe). The product is ClC1=C(NC=C1)C(=O)OC (methyl 3-chloro-1H-pyrrole-2-carboxylate). Isolated yield 94.0%. As a reaction SMILES: C[C:2]1[CH2:6][CH2:5][CH2:4][N:3]=1.C1C(=O)N([Cl:14])C(=O)C1.[CH3:15][O-:16].[Na+].[CH3:18][OH:19]>>[Cl:14][C:6]1[CH:5]=[CH:4][NH:3][C:2]=1[C:15]([O:19][CH3:18])=[O:16] |f:2.3|. Procedure details: The commercially available methyl 3-chloro-1H-pyrrole-2-carboxylate (1.50 g, 94.0%, yellow solid) was synthesized according to Fang et al., J. Med. Chem., 53:7967-7978 (2010) using 2-methyl-1-pyrroline (0.831 g, 10.0 mmol, commercial), NCS (10.7 g, 80.0 mmol) and NaOMe in MeOH (3M, 20 mL, 60.0 mmol). LCMS Condition B-41: retention time 1.71 min, [M+1]=160.10. 1H NMR (400 MHz, CDCl3) δ 3.90 (s, 3H), 6.25 (t, J=3.0 Hz, 1H), 6.86 (t, J=3.0 Hz, 1H), 9.17 (br s, 1H).